Dataset: the Open Reaction Database (ORD), a public repository of structured organic reaction records. Task: describe an organic reaction: reactants, conditions, products, and yield Starting materials: O (water), [Si](C)(C)(C(C)(C)C)O[C@@H](CC(=O)O)CC(CP(=O)(OC)OC)=O ((R)-3-t-butyldimethylsilyloxy-6-dimethoxyphosphinyl-5-oxohexanoic acid), C(C1=CC=CC=C1)Br (benzyl bromide), C([O-])([O-])=O.[K+].[K+] (potassium carbonate). Run in C(C)(=O)OCC (ethyl acetate), CC(=O)C (acetone), CC(=O)C (acetone). Reaction conditions: time 6 hour. Yields the product [Si](C)(C)(C(C)(C)C)O[C@@H](CC(=O)OCC1=CC=CC=C1)CC(CP(=O)(OC)OC)=O (benzyl (R)-3-t-butyldimethylsilyloxy-6-dimethoxyphosphinyl-5-oxohexanoate). The yield is 87.0%. As a reaction SMILES: [Si:1]([O:8][C@H:9]([CH2:14][C:15](=[O:23])[CH2:16][P:17]([O:21][CH3:22])([O:19][CH3:20])=[O:18])[CH2:10][C:11]([OH:13])=[O:12])([C:4]([CH3:7])([CH3:6])[CH3:5])([CH3:3])[CH3:2].[CH2:24](Br)[C:25]1[CH:30]=[CH:29][CH:28]=[CH:27][CH:26]=1.C(=O)([O-])[O-].[K+].[K+].O>CC(C)=O.C(OCC)(=O)C>[Si:1]([O:8][C@H:9]([CH2:14][C:15](=[O:23])[CH2:16][P:17]([O:19][CH3:20])([O:21][CH3:22])=[O:18])[CH2:10][C:11]([O:13][CH2:24][C:25]1[CH:30]=[CH:29][CH:28]=[CH:27][CH:26]=1)=[O:12])([C:4]([CH3:5])([CH3:6])[CH3:7])([CH3:3])[CH3:2] |f:2.3.4|. Procedure: 1.84 g (4.99 mmol.) of (R)-3-t-butyldimethylsilyloxy-6-dimethoxyphosphinyl-5-oxohexanoic acid was dissolved in 11.5 ml of acetone. To the acetone solution were added 2.56 g (15.0 mmol.) of benzyl bromide and 0.76 g (5.5 mmol,) of potassium carbonate, and the resulting mixture was vigorously stirred for 6 hours at room temperature to give a reaction solution. The reaction solution was mixed with 12 ml of water and then extracted with 12 ml of toluene. The toluene portion was dried over anhydrous ... Reactants: Cl.ClC1=C(C(=CC=C1)Cl)NN ((2,6-Dichlorophenyl)hydrazine hydrochloride), CN(C)C=C1C(C2=C(NC3=C1C=NC=C3)N=CC=C2)=O (6-[(dimethylamino)methylene]-6,11-dihydro-5H-dipyrido[2,3-b:3′,4′-f]azepin-5-one). The solvent is C(C)O (ethanol). Run at time 30 minute. Product: ClC1=C(C(=CC=C1)Cl)N1N=C2C3=C(NC4=C(C2=C1)C=NC=C4)N=CC=C3 (2-(2,6-Dichlorophenyl)-2,8-dihydropyrazolo[3,4-d]dipyrido[2,3-b:3′,4′-f]azepine). RXN SMILES: Cl.[Cl:2][C:3]1[CH:8]=[CH:7][CH:6]=[C:5]([Cl:9])[C:4]=1[NH:10][NH2:11].CN([CH:15]=[C:16]1[C:22]2[CH:23]=[N:24][CH:25]=[CH:26][C:21]=2[NH:20][C:19]2[N:27]=[CH:28][CH:29]=[CH:30][C:18]=2[C:17]1=O)C>C(O)C>[Cl:2][C:3]1[CH:8]=[CH:7][CH:6]=[C:5]([Cl:9])[C:4]=1[N:10]1[CH:15]=[C:16]2[C:17]([C:18]3[CH:30]=[CH:29][CH:28]=[N:27][C:19]=3[NH:20][C:21]3[CH:26]=[CH:25][N:24]=[CH:23][C:22]=32)=[N:11]1 |f:0.1|. Procedure details: (2,6-Dichlorophenyl)hydrazine hydrochloride (168 mg, 0.788 mmol) was added to a solution of 6-[(dimethylamino)methylene]-6,11-dihydro-5H-dipyrido[2,3-b:3′,4′-f]azepin-5-one (105 mg, 0.394 mmol, Intermediate E-1) in ethanol (4 mL) and stirred at room temperature. After 30 minutes, the mixture was heated to 60° C. overnight. The reaction was then cooled to room temperature and the major product from the reaction mixture was isolated using preparative LC/MS to provide the desired product as a white... Product: C(C=CC1=CC=CC=C1)(=O)Cl (cinnamic acid chloride). RXN SMILES: CS[C:3]1[CH:13]=[CH:12][C:11](CCCC2C=CC=CC=2)=[CH:10][C:4]=1[CH:5]=[CH:6][C:7](O)=[O:8].CN(C=O)C.C(Cl)(=O)C([Cl:31])=O>C(Cl)Cl>[C:7]([Cl:31])(=[O:8])[CH:6]=[CH:5][C:4]1[CH:10]=[CH:11][CH:12]=[CH:13][CH:3]=1. Procedure: To dry methylene chloride (32 ml) there is added 2-methylthio-5-(3-phenylpropyl)cinnamic acid (1.0 g, 3.2 mmol). To this mixture is added DMF (0.25 ml, 3.2 mmol) and the reaction mixture cooled in an ice bath. Oxalyl chloride (.61 ml, 7.04 mmol) is slowly added dropwise and the resulting mixture stirred at room temperature for 2 hours to afford 2-methylthio-5-3-phenylpropyl)cinnamic acid chloride in solution. Starting materials: CSC1=C(C=CC(=O)O)C=C(C=C1)CCCC1=CC=CC=C1 (2-methylthio-5-(3-phenylpropyl)cinnamic acid), CN(C)C=O (DMF), C(C(=O)Cl)(=O)Cl (Oxalyl chloride). Reaction conditions: time 2 hour. Solvent: C(Cl)Cl (methylene chloride). Starting materials: [OH-].[Na+] (sodium hydroxide), C(#N)C(C(=O)N)C1OC(C(=C1Cl)Cl)=O (2-Cyano-2-(3,4-dichloro-5-oxo-2,5-dihydrofuran-2-yl)acetamide), Cl.CS(=O)(=O)C1=C(C=C(C=C1)C(F)(F)F)CN (1-[2-(methylsulfonyl)-5-(trifluoromethyl)phenyl]methanamine hydrochloride), C([O-])([O-])=O.[K+].[K+] (potassium carbonate). The solvent is C(C)O (ethanol). Product: Cl.ClC=1C=C(C(N(C1)CC1=C(C=CC(=C1)C(F)(F)F)S(=O)(=O)C)=N)C(=O)N (5-chloro-2-imino-1-[2-(methylsulfonyl)-5-(trifluoromethyl)benzyl]-1,2-dihydropyridine-3-carboxamide hydrochloride). The yield is 62.6%. Reaction SMILES: [C:1]([CH:3]([CH:7]1[C:11]([Cl:12])=[C:10](Cl)C(=O)O1)[C:4]([NH2:6])=[O:5])#[N:2].Cl.[CH3:16][S:17]([C:20]1[CH:25]=[CH:24][C:23]([C:26]([F:29])([F:28])[F:27])=[CH:22][C:21]=1[CH2:30][NH2:31])(=[O:19])=[O:18].C(=O)([O-])[O-].[K+].[K+].[OH-].[Na+]>C(O)C>[ClH:12].[Cl:12][C:11]1[CH:7]=[C:3]([C:4]([NH2:6])=[O:5])[C:1](=[NH:2])[N:31]([CH2:30][C:21]2[CH:22]=[C:23]([C:26]([F:29])([F:27])[F:28])[CH:24]=[CH:25][C:20]=2[S:17]([CH3:16])(=[O:19])=[O:18])[CH:10]=1 |f:1.2,3.4.5,6.7,9.10|. Procedure: (Step 4) 2-Cyano-2-(3,4-dichloro-5-oxo-2,5-dihydrofuran-2-yl)acetamide (1.69 g), 1-[2-(methylsulfonyl)-5-(trifluoromethyl)phenyl]methanamine hydrochloride obtained in Step 3 (2.5 g) and potassium carbonate (2.98 g) were stirred in ethanol (30 ml) at 80° C. for 16 hr. The reaction mixture was treated with 1N sodium hydroxide solution, and extracted with ethyl acetate. The organic layer was washed with saturated brine, and dried over magnesium sulfate. The solvent was evaporated under reduced pres... Reagents/catalysts: [Pd] (palladium-on-carbon). Starting materials: C(C1=CC=CC=C1)ONC(=O)[C@@H](CCCC1=CC=CC=C1)[C@H](C(=O)NN1C(NN(C1=O)C)=O)CC(C)C (2(R)-[1(S)-(benzyloxycarbamoyl)-4-phenylbutyl]-4-methyl-N-(1-methyl-3,5-dioxo-1,2,4-triazolidin-4-yl)valeramide). Reported procedure: A solution of 0.229 g of 2(R)-[1(S)-(benzyloxycarbamoyl)-4-phenylbutyl]-4-methyl-N-(1-methyl-3,5-dioxo-1,2,4-triazolidin-4-yl)valeramide in 20 ml of methanol was hydrogenated in the presence of 0.02 g of 10% palladium-on-carbon for 5 hours. Filtration and evaporation gave a residue which was triturated with diethyl ether to give 0.135 g of 2(R)-[1(S)-(hydroxycarbamoyl)-4-phenylbutyl]-4-methyl-N-(1-methyl-3,5-dioxo-1,2,4-triazolidin-4-yl)valeramide in the form of a white solid. As a reaction SMILES: C([O:8][NH:9][C:10]([C@H:12]([C@@H:22]([CH2:34][CH:35]([CH3:37])[CH3:36])[C:23]([NH:25][N:26]1[C:30](=[O:31])[N:29]([CH3:32])[NH:28][C:27]1=[O:33])=[O:24])[CH2:13][CH2:14][CH2:15][C:16]1[CH:21]=[CH:20][CH:19]=[CH:18][CH:17]=1)=[O:11])C1C=CC=CC=1>CO.[Pd]>[OH:8][NH:9][C:10]([C@H:12]([C@@H:22]([CH2:34][CH:35]([CH3:37])[CH3:36])[C:23]([NH:25][N:26]1[C:30](=[O:31])[N:29]([CH3:32])[NH:28][C:27]1=[O:33])=[O:24])[CH2:13][CH2:14][CH2:15][C:16]1[CH:17]=[CH:18][CH:19]=[CH:20][CH:21]=1)=[O:11]. Product: ONC(=O)[C@@H](CCCC1=CC=CC=C1)[C@H](C(=O)NN1C(NN(C1=O)C)=O)CC(C)C (2(R)-[1(S)-(hydroxycarbamoyl)-4-phenylbutyl]-4-methyl-N-(1-methyl-3,5-dioxo-1,2,4-triazolidin-4-yl)valeramide). Run in CO (methanol). Yield: 71.6%. Starting materials: C(C)(C)(C)O (tert-butanol), CC1=NC=C(C(=O)O)C=C1 (6-methylnicotinic acid), CCN(C(C)C)C(C)C (DIPEA), P(OC1=CC=CC=C1)(OC1=CC=CC=C1)(=O)N=[N+]=[N-] (diphenyl phosphorazidate), [NH4+].[Cl-] (NH4Cl). Run in C1(=CC=CC=C1)C (toluene), CCOC(=O)C (EtOAc). Conditions: temperature 80 celsius. Yields the product CC1=CC=C(C=N1)NC(OC(C)(C)C)=O (tert-Butyl 6-methylpyridin-3-ylcarbamate). As a reaction SMILES: [CH3:1][C:2]1[CH:10]=[CH:9][C:5](C(O)=O)=[CH:4][N:3]=1.CC[N:13]([CH:17](C)C)C(C)C.P(N=[N+]=[N-])(=O)(OC1C=CC=CC=1)[O:21]C1C=CC=CC=1.[C:39]([OH:43])([CH3:42])([CH3:41])[CH3:40].[NH4+].[Cl-]>C1(C)C=CC=CC=1.CCOC(C)=O>[CH3:1][C:2]1[N:3]=[CH:4][C:5]([NH:13][C:17](=[O:21])[O:43][C:39]([CH3:42])([CH3:41])[CH3:40])=[CH:9][CH:10]=1 |f:4.5|. Reported procedure: To a suspension of 6-methylnicotinic acid (4.5 g, 32.8 mmol) in toluene (45.0 mL) were added DIPEA (4.67 g, 6.3 mL, 36.1 mmol) and diphenyl phosphorazidate (9.93 g, 7.78 mL, 36.1 mmol) and the suspension was stirred at room temperature for 15 minutes before tert-butanol (24.3 g, 30.8 mL, 328 mmol) was added and the reaction mixture was heated to 80° C. overnight. The reaction mixture was poured on saturated aqueous NH4Cl solution and EtOAc and the layers were separated. The aqueous layer was ext... Reactants: NC1=CC=C(CC2=CN(C(C=3N2C=C(C3)C3=CN(C2=NC=CC=C23)S(=O)(=O)C2=CC=CC=C2)=O)CC2=C(C=C(C=C2)OC)OC)C=C1 (4-(4-aminobenzyl)-2-(2,4-dimethoxybenzyl)-7-(1-(phenylsulfonyl)-1H-pyrrolo[2,3-b]pyridin-3-yl)pyrrolo[1,2-a]pyrazin-1(2H)-one), [OH-].[Na+] (NaOH). The solvent is O1CCOCC1 (dioxane). Yields the product NC1=CC=C(CC2=CN(C(C=3N2C=C(C3)C3=CNC2=NC=CC=C23)=O)CC2=C(C=C(C=C2)OC)OC)C=C1 (4-(4-aminobenzyl)-2-(2,4-dimethoxybenzyl)-7-(1H-pyrrolo[2,3-b]pyridin-3-yl)pyrrolo[1,2-a]pyrazin-1(2H)-one). As a reaction SMILES: [NH2:1][C:2]1[CH:47]=[CH:46][C:5]([CH2:6][C:7]2[N:12]3[CH:13]=[C:14]([C:16]4[C:24]5[C:19](=[N:20][CH:21]=[CH:22][CH:23]=5)[N:18](S(C5C=CC=CC=5)(=O)=O)[CH:17]=4)[CH:15]=[C:11]3[C:10](=[O:34])[N:9]([CH2:35][C:36]3[CH:41]=[CH:40][C:39]([O:42][CH3:43])=[CH:38][C:37]=3[O:44][CH3:45])[CH:8]=2)=[CH:4][CH:3]=1.[OH-].[Na+]>O1CCOCC1>[NH2:1][C:2]1[CH:47]=[CH:46][C:5]([CH2:6][C:7]2[N:12]3[CH:13]=[C:14]([C:16]4[C:24]5[C:19](=[N:20][CH:21]=[CH:22][CH:23]=5)[NH:18][CH:17]=4)[CH:15]=[C:11]3[C:10](=[O:34])[N:9]([CH2:35][C:36]3[CH:41]=[CH:40][C:39]([O:42][CH3:43])=[CH:38][C:37]=3[O:44][CH3:45])[CH:8]=2)=[CH:4][CH:3]=1 |f:1.2|. Reported procedure: A mixture of EXAMPLE 23I (1.7 g, 2.63 mmol) in dioxane (150 ml) was heated with NaOH (0.53 g, 13.2 mmol) at 50° C. for 4 hours. After cooling, the reaction mixture was partitioned between ethyl acetate (300 mL) and brine (200 mL). The organic phase was washed with brine (200 mL), dried over anhydrous Na2SO4, filtered and concentrated. The crude material was purified by flash chromatography (2% methanol in CH2Cl2) to afford the title compound. LC-MS (ESI): m/z 506 (M+H), RT: 1.53 min; 1H NMR (400... Reactants: [H-].[Na+] (Sodium hydride), C1(=CC=CC=C1)CC(C)=O (phenyl acetone), CC=1C=C(C=CCBr)C=CC1 (m-methylcinnamyl bromide). Run in C(OC)COC (glyme), C(OC)COC (glyme), C(OC)COC (glyme). The product is C1(=CC=CC=C1)C(C(C)=O)CC=CC1=CC(=CC=C1)C (3-Phenyl-6-(m-methylphenyl)-5-hexen-2-one). RXN SMILES: [H-].[Na+].[C:3]1([CH2:9][C:10](=[O:12])[CH3:11])[CH:8]=[CH:7][CH:6]=[CH:5][CH:4]=1.[CH3:13][C:14]1[CH:15]=[C:16]([CH:21]=[CH:22][CH:23]=1)[CH:17]=[CH:18][CH2:19]Br>C(COC)OC>[C:3]1([CH:9]([CH2:19][CH:18]=[CH:17][C:16]2[CH:21]=[CH:22][CH:23]=[C:14]([CH3:13])[CH:15]=2)[C:10](=[O:12])[CH3:11])[CH:8]=[CH:7][CH:6]=[CH:5][CH:4]=1 |f:0.1|. Reported procedure: Sodium hydride (6 g., 0.14 mole, oil dispersion) is suspended in glyme (250 ml.) and phenyl acetone (18.6 g., 0.14 mole) in glyme (50 ml.) is added dropwise with stirring. After complete addition the mixture is heated to reflux for one hour. The mixture is cooled in a cold water bath and a solution of m-methylcinnamyl bromide (29.16 g., 0.14 mole) in glyme (50 ml.) is added dropwise. When addition is complete the mixture is refluxed for 20 hours. The cooled mixture is filtered and the filtrate i... The reactants are Cl (hydrochloric acid), ClC1=C(C(=O)O)C=CC(=C1)O (2-chloro-4-hydroxybenzoic acid), C(CCC)I (butyl iodide), [OH-].[Na+] (caustic soda). Run in C(C)O (ethanol), O (water). Conditions: time 5 hour. Yields the product ClC1=C(C(=O)O)C=CC(=C1)OCCCC (ortho-chloro-para-n-butyoxybenzoic acid). Yield: 71.7%. RXN SMILES: [OH-].[Na+].[Cl:3][C:4]1[CH:12]=[C:11]([OH:13])[CH:10]=[CH:9][C:5]=1[C:6]([OH:8])=[O:7].[CH2:14](I)[CH2:15][CH2:16][CH3:17].Cl>C(O)C.O>[Cl:3][C:4]1[CH:12]=[C:11]([O:13][CH2:14][CH2:15][CH2:16][CH3:17])[CH:10]=[CH:9][C:5]=1[C:6]([OH:8])=[O:7] |f:0.1|. Procedure: 9 g of caustic soda are dissolved in 200 ml of ethanol. To the thus-prepared solution there are added 17.25 g of 2-chloro-4-hydroxybenzoic acid and 18.4 g of butyl iodide. The resulting solution is heated at reflux under stirring for 5 hours, cooled, poured into 200 ml of water and acidified, to pH=1, with hydrochloric acid. The precipitate is filtered-off, washed with water and dried to give 16.4 g of ortho-chloro-para-n-butyoxybenzoic acid which is recrystallized from hexane. The yield of the ...